The task is: describe an organic reaction: reactants, conditions, products, and yield. This data is from the Open Reaction Database (ORD), a public repository of structured organic reaction records. Reactants: COC(=O)C(c1ccccc1)C(O)CCCCNC(=O)OCc1ccccc1, CN(C)c1ccccn1, Cc1ccc(S(=O)(=O)Cl)cc1, c1ccncc1. Product: COC(=O)C(c1ccccc1)C(CCCCNC(=O)OCc1ccccc1)OS(=O)(=O)c1ccc(C)cc1. As a reaction SMILES: [CH2:1]([c:2]1[cH:3][cH:4][cH:5][cH:6][cH:7]1)[O:8][C:9](=[O:10])[NH:11][CH2:12][CH2:13][CH2:14][CH2:15][CH:16]([CH:17]([C:18](=[O:19])[O:20][CH3:21])[c:22]1[cH:23][cH:24][cH:25][cH:26][cH:27]1)[OH:28].[CH3:29][N:30]([c:31]1[cH:32][cH:33][cH:34][cH:35][n:36]1)[CH3:37].[c:38]1([CH3:48])[cH:39][cH:40][c:41]([S:44](=[O:45])(=[O:46])[Cl:47])[cH:42][cH:43]1.[cH:49]1[cH:50][cH:51][n:52][cH:53][cH:54]1>>[CH2:1]([c:2]1[cH:3][cH:4][cH:5][cH:6][cH:7]1)[O:8][C:9](=[O:10])[NH:11][CH2:12][CH2:13][CH2:14][CH2:15][CH:16]([CH:17]([C:18](=[O:19])[O:20][CH3:21])[c:22]1[cH:23][cH:24][cH:25][cH:26][cH:27]1)[O:28][S:44]([c:41]1[cH:40][cH:39][c:38]([CH3:48])[cH:43][cH:42]1)(=[O:45])=[O:46]. Reactants: O=C([O-])[O-], Cc1cccc(C)c1N, CN(C)C=O, ClCc1ncccn1, [I-], [K+], [K+], [K+]. Product: Cc1cccc(C)c1NCc1ncccn1. As a reaction SMILES: [C:10](=[O:11])([O-:12])[O-:13].[CH3:1][c:2]1[cH:3][cH:4][cH:5][c:6]([CH3:7])[c:8]1[NH2:9].[CH3:26][N:27]([CH3:28])[CH:29]=[O:30].[Cl:18][CH2:19][c:20]1[n:21][cH:22][cH:23][cH:24][n:25]1.[I-:17].[K+:14].[K+:15].[K+:16]>>[CH3:1][c:2]1[cH:3][cH:4][cH:5][c:6]([CH3:7])[c:8]1[NH:9][CH2:19][c:20]1[n:21][cH:22][cH:23][cH:24][n:25]1. Reactants: O.NN (hydrazine hydrate), [OH-].[Na+] (sodium hydroxide), ClC1=C(C(=O)Cl)C=CC=C1 (2-chlorobenzoyl chloride). Solvent: O (water), O (water). Reaction conditions: time 2 hour. Product: ClC1=C(C(=O)NNC(C2=C(C=CC=C2)Cl)=O)C=CC=C1 (N,N'-bis(2-chlorobenzoyl)hydrazine). Reaction SMILES: [OH2:1].[NH2:2][NH2:3].[OH-].[Na+].[Cl:6][C:7]1[CH:15]=[CH:14][CH:13]=[CH:12][C:8]=1[C:9](Cl)=[O:10]>O>[Cl:6][C:7]1[CH:15]=[CH:14][CH:13]=[CH:12][C:8]=1[C:9]([NH:2][NH:3][C:9](=[O:1])[C:8]1[CH:12]=[CH:13][CH:14]=[CH:15][C:7]=1[Cl:6])=[O:10] |f:0.1,2.3|. Procedure details: A stirred solution of hydrazine hydrate (25 g) in water (500 ml) was treated dropwise and simultaneously with sodium hydroxide (43.6 g) in water (150 ml) and 2-chlorobenzoyl chloride (180.25 g). The addition over the mixture was stirred at room temperature for 2 hours. The solid was filtered off, washed with acetone/water 1:1 and recrystallised from acetic acid. Yield 97.5 g, m.p. 217°-219°. Starting materials: CO, Cc1ncccc1CC(=O)OCc1ccccc1, O. Reaction SMILES: [CH3:19][OH:20].[CH3:1][c:2]1[n:3][cH:4][cH:5][cH:6][c:7]1[CH2:8][C:9](=[O:10])[O:11][CH2:12][c:13]1[cH:14][cH:15][cH:16][cH:17][cH:18]1.[OH2:21]>>[CH3:1][c:2]1[n:3][cH:4][cH:5][cH:6][c:7]1[CH2:8][C:9](=[O:10])[OH:11]. Product: Cc1ncccc1CC(=O)O. Starting materials: ClC=1C2=C(N=CN1)NC=C2 (4-chloro-7H-pyrrolo[2,3-d]pyrimidine), ClC=1C2=C(N=CN1)NC=C2 (4-chloro-7H-pyrrolo[2,3-d]pyrimidine). Solvent: CO (methanol), [H][H] (hydrogen), [Pd] (Pd—C). Yields the product N1=CN=CC2=C1NC=C2 (7H-pyrrolo[2,3-d]pyrimidine). Isolated yield 99.1%. RXN SMILES: Cl[C:2]1[C:3]2[CH:10]=[CH:9][NH:8][C:4]=2[N:5]=[CH:6][N:7]=1>CO.[H][H].[Pd]>[N:5]1[C:4]2[NH:8][CH:9]=[CH:10][C:3]=2[CH:2]=[N:7][CH:6]=1. Procedure details: As shown in FIG. 1—step i, 4-chloro-7H-pyrrolo[2,3-d]pyrimidine (compound 1001) (130 mg, 0.847 mmol) was dissolved in 3 mL of methanol and hydrogenated under 1 atm of hydrogen over Pd—C 10% for 16 hours. Concentration to dryness provided 100 mg (98%) of 7H-pyrrolo[2,3-d]pyrimidine [compound 1002, 1H-NMR (CD3OD): δ 9.4 (s, 1H); 9.1 (s, 1H); 7.9 (s, 1H); 7.1 (s, 1H)]. Yields the product C(C=C)C1C(C=CC(C(OC(C2CCCCN2C(C(C2(C(CC(C(C(CC(CC(=C1)C)C)OC)O2)OC)C)O)=O)=O)=O)C(=CC2CC(C(CC2)O)OC)C)C)O (17-Allyl-1,16-dihydroxy-12-[2-(4-hydroxy-3-methoxycyclohexyl)-1-methylvinyl]-23,25-dimethoxy-13,19,21,27-tetramethyl-11,28-dioxa-4-azatricyclo[22.3.1.04,9 ]octacosa-14,18-diene-2,3,10-trione). Starting materials: CCC([BH-](C(CC)C)C(CC)C)C.[Li+] (L-Selectride), solution, [Cl-].[NH4+] (ammonium chloride), C(C=C)C1C(C=CC(C(OC(C2CCCCN2C(C(C2(C(CC(C(C(CC(CC(=C1)C)C)OC)O2)OC)C)O)=O)=O)=O)C(=CC2CC(C(CC2)O)OC)C)C)=O (17-Allyl-1-hydroxy-12-[2-(4-hydroxy-3-methoxycyclohexyl)-1-methylvinyl]-23,25-dimethoxy-13,19,21,27-tetramethyl-11,28-dioxa-4-azatricyclo[22.3.1.04,9 ]octacosa-14,18-diene-2,3,10,16-tetraone). The yield is 19.9%. Run at time 40 minute. The solvent is O1CCCC1 (tetrahydrofuran), O1CCCC1 (tetrahydrofuran), C(C)(C)(C)O (t-butanol). RXN SMILES: [CH2:1]([CH:4]1[CH:30]=[C:29]([CH3:31])[CH2:28][CH:27]([CH3:32])[CH2:26][CH:25]([O:33][CH3:34])[CH:24]2[O:35][C:20]([OH:39])([CH:21]([CH3:38])[CH2:22][CH:23]2[O:36][CH3:37])[C:19](=[O:40])[C:18](=[O:41])[N:17]2[CH:12]([CH2:13][CH2:14][CH2:15][CH2:16]2)[C:11](=[O:42])[O:10][CH:9]([C:43]([CH3:54])=[CH:44][CH:45]2[CH2:50][CH2:49][CH:48]([OH:51])[CH:47]([O:52][CH3:53])[CH2:46]2)[CH:8]([CH3:55])[CH:7]=[CH:6][C:5]1=[O:56])[CH:2]=[CH2:3].CCC(C)[BH-](C(C)CC)C(C)CC.[Li+].[Cl-].[NH4+]>O1CCCC1.C(O)(C)(C)C>[CH2:1]([CH:4]1[CH:30]=[C:29]([CH3:31])[CH2:28][CH:27]([CH3:32])[CH2:26][CH:25]([O:33][CH3:34])[CH:24]2[O:35][C:20]([OH:39])([CH:21]([CH3:38])[CH2:22][CH:23]2[O:36][CH3:37])[C:19](=[O:40])[C:18](=[O:41])[N:17]2[CH:12]([CH2:13][CH2:14][CH2:15][CH2:16]2)[C:11](=[O:42])[O:10][CH:9]([C:43]([CH3:54])=[CH:44][CH:45]2[CH2:50][CH2:49][CH:48]([OH:51])[CH:47]([O:52][CH3:53])[CH2:46]2)[CH:8]([CH3:55])[CH:7]=[CH:6][CH:5]1[OH:56])[CH:2]=[CH2:3] |f:1.2,3.4|. Procedure details: The title compound from example 14 (50 mg) was dissolved in tetrahydrofuran (3 ml) and t-butanol (0.05 ml). The resulting solution was added dropwise to a stirred solution of L-Selectride (Registered Trade Mark) (0.3 ml of a 1M solution in tetrahydrofuran) under a nitrogen atmosphere at -78° C. Stirring was continued for 40 minutes, after which saturated ammonium chloride solution (5 ml) was added and the mixture extracted with ethyl acetate. After filtration of the organic phase, and removal of...